This data is from the Open Reaction Database (ORD), a public repository of structured organic reaction records. The task is: describe an organic reaction: reactants, conditions, products, and yield The reactants are CN(C(=O)OC(CO)COCCCCCCCCCCCCCCCCCC)C (2-dimethylcarbamoyloxy-3-octadecyloxypropanol), P(=O)(OCCCCCCCCCCBr)([O-])Cl (10-bromodecyl chlorophosphate), CN(C)C (trimethylamine). Yields the product P(=O)(OCC(COCCCCCCCCCCCCCCCCCC)OC(N(C)C)=O)(OCCCCCCCCCC[N+](C)(C)C)[O-] (2-Dimethylcarbamoyloxy-3-octadecyloxypropyl 10-trimethylammoniodecyl phosphate). Yield: 61.3%. RXN SMILES: [CH3:1][N:2]([CH3:29])[C:3]([O:5][CH:6]([CH2:9][O:10][CH2:11][CH2:12][CH2:13][CH2:14][CH2:15][CH2:16][CH2:17][CH2:18][CH2:19][CH2:20][CH2:21][CH2:22][CH2:23][CH2:24][CH2:25][CH2:26][CH2:27][CH3:28])[CH2:7][OH:8])=[O:4].[P:30](Cl)([O-:44])([O:32][CH2:33][CH2:34][CH2:35][CH2:36][CH2:37][CH2:38][CH2:39][CH2:40][CH2:41][CH2:42]Br)=[O:31].[CH3:46][N:47]([CH3:49])[CH3:48]>>[P:30]([O-:44])([O:32][CH2:33][CH2:34][CH2:35][CH2:36][CH2:37][CH2:38][CH2:39][CH2:40][CH2:41][CH2:42][N+:47]([CH3:49])([CH3:48])[CH3:46])([O:8][CH2:7][CH:6]([O:5][C:3](=[O:4])[N:2]([CH3:29])[CH3:1])[CH2:9][O:10][CH2:11][CH2:12][CH2:13][CH2:14][CH2:15][CH2:16][CH2:17][CH2:18][CH2:19][CH2:20][CH2:21][CH2:22][CH2:23][CH2:24][CH2:25][CH2:26][CH2:27][CH3:28])=[O:31]. Procedure: In accordance with Example 7, 2.49 g of 2-dimethylcarbamoyloxy-3-octadecyloxypropanol, 3.17 g of 10-bromodecyl chlorophosphate and trimethylamine were used for reaction and purification to give 2.55 g (yield: 61.3%) of the desired product. Reactants: ClC1=NC=2C=CC(=C(C2C=C1)C(=O)NCC1CCCCC1)Cl (2,6-dichloro-N-(cyclohexylmethyl)quinoline-5-carboxamide), N1C[C@@H](CC1)N ((3R)-3-pyrrolidinamine). Solvent: C(C)#N (acetonitrile). Run at temperature 100 celsius. Product: Cl.Cl.N[C@H]1CN(CC1)C1=NC=2C=CC(=C(C2C=C1)C(=O)NCC1CCCCC1)Cl (2-[(3R)-3-Amino-1-pyrrolidinyl]-6-chloro-N-(cyclohexylmethyl)-5-quinolinecarboxamide, Dihydrochloride). Reaction SMILES: [Cl:1][C:2]1[CH:11]=[CH:10][C:9]2[C:8]([C:12]([NH:14][CH2:15][CH:16]3[CH2:21][CH2:20][CH2:19][CH2:18][CH2:17]3)=[O:13])=[C:7]([Cl:22])[CH:6]=[CH:5][C:4]=2[N:3]=1.[NH:23]1[CH2:27][CH2:26][C@@H:25]([NH2:28])[CH2:24]1>C(#N)C>[ClH:1].[ClH:1].[NH2:28][C@@H:25]1[CH2:26][CH2:27][N:23]([C:2]2[CH:11]=[CH:10][C:9]3[C:8]([C:12]([NH:14][CH2:15][CH:16]4[CH2:21][CH2:20][CH2:19][CH2:18][CH2:17]4)=[O:13])=[C:7]([Cl:22])[CH:6]=[CH:5][C:4]=3[N:3]=2)[CH2:24]1 |f:3.4.5|. Procedure: A stirred suspension of 2,6-dichloro-N-(cyclohexylmethyl)quinoline-5-carboxamide (Example 43(a)) (200 mg) and (3R)-3-pyrrolidinamine (0.20 mL) in acetonitrile (2 mL) was heated at 100° C. in a microwave for 1 hour after which it was cooled to room temperature and concentrated. The residue was purified by chromatography (SiO2, dichloromethane:methanol:ammonia in methanol (7 M) (95:5:1), and then by HPLC (Symmetry—0.1% aqueous trifluoroacetic acid/acetonitrile). Conversion to the dihydrochloride s... Starting materials: CC(C)(Cc1ccc(Oc2ccc(C=O)cc2)cc1)[N+](=O)[O-], ClC(Cl)Cl, O=C(OO)c1cccc(Cl)c1. Product: CC(C)(Cc1ccc(Oc2ccc(O)cc2)cc1)[N+](=O)[O-]. As a reaction SMILES: [CH3:1][C:2]([CH2:3][c:4]1[cH:5][cH:6][c:7]([O:8][c:9]2[cH:10][cH:11][c:12]([CH:13]=[O:14])[cH:15][cH:16]2)[cH:17][cH:18]1)([CH3:19])[N+:20](=[O:21])[O-:22].[CH:34]([Cl:35])([Cl:36])[Cl:37].[Cl:23][c:24]1[cH:25][c:26]([C:31](=[O:28])[O:32][OH:33])[cH:27][cH:29][cH:30]1>>[CH3:1][C:2]([CH2:3][c:4]1[cH:5][cH:6][c:7]([O:8][c:9]2[cH:10][cH:11][c:12]([OH:28])[cH:15][cH:16]2)[cH:17][cH:18]1)([CH3:19])[N+:20](=[O:21])[O-:22]. The reactants are C1(CCCCC1)N(S(=O)(=O)C=C)C (Ethenesulfonic acid cyclohexyl-methyl-amide), CO.N (methanol ammonia). Product: C1(CCCCC1)N(S(=O)(=O)CCN)C (2-Amino-ethanesulfonic acid cyclohexyl-methyl-amide). Reaction SMILES: [CH:1]1([N:7]([CH3:13])[S:8]([CH:11]=[CH2:12])(=[O:10])=[O:9])[CH2:6][CH2:5][CH2:4][CH2:3][CH2:2]1.CO.[NH3:16]>>[CH:1]1([N:7]([CH3:13])[S:8]([CH2:11][CH2:12][NH2:16])(=[O:10])=[O:9])[CH2:2][CH2:3][CH2:4][CH2:5][CH2:6]1 |f:1.2|. Procedure details: Ethenesulfonic acid cyclohexyl-methyl-amide (0.0167 mol) was reacted with a mixture of methanol/ammonia (10 mL) in an autoclave for 16 hours at room temperature, and then the solvent was evaporated. The residue was purified by column chromatography (eluent: 90:10 CH2Cl2:(CH3OH:NH3)). The purest product fractions were collected and the solvent was evaporated to yield the title compound as a residue. The reactants are FC(C(C#CC1=CC=CC=C1)=O)(F)F (1,1,1-trifluoro-4-phenyl-but-3-yn-2-one), ClC=1C=C(N)C=CC1 (m-chloroaniline), hexanes methylene chloride. Solvent: CO (methanol). Yields the product ClC=1C=C(C=CC1)NC(=CC(C(F)(F)F)=O)C1=CC=CC=C1 (4-(3-Chloro-phenylamino)-1,1,1-trifluoro-4-phenyl-but-3-en-2-one). As a reaction SMILES: [F:1][C:2]([F:14])([F:13])[C:3](=[O:12])[C:4]#[C:5][C:6]1[CH:11]=[CH:10][CH:9]=[CH:8][CH:7]=1.[Cl:15][C:16]1[CH:17]=[C:18]([CH:20]=[CH:21][CH:22]=1)[NH2:19]>CO>[Cl:15][C:16]1[CH:17]=[C:18]([NH:19][C:5]([C:6]2[CH:7]=[CH:8][CH:9]=[CH:10][CH:11]=2)=[CH:4][C:3](=[O:12])[C:2]([F:13])([F:14])[F:1])[CH:20]=[CH:21][CH:22]=1. Procedure details: Into a 1-Neck round-bottom flask was added 1,1,1-trifluoro-4-phenyl-but-3-yn-2-one (2.0 g, 0.01 mole), methanol (5 mL) and m-chloroaniline (0.961 mL, 0.0091 mol). The reaction was stirred. TLC (SiO2, hexanes/methylene chloride 1:1) indicated near reaction completion after 1 h. After 1.5 h the product was concentrated in vacuo to afford an orange oil, which was placed on high vacuum overnight, affording a yellow gum. The crude product was chromatographed on Silica gel with hexanes, Methylene Chlo... Reactants: C[SiH](O[Si](O[SiH](C)C)(C)C)C (1,1,3,3,5,5- hexamethyltrisiloxane), CNC(C)=O (N-methylacetamide). Reagents/catalysts: [Pt] (platinum). The solvent is C1(=CC=CC=C1)C (toluene). Conditions: temperature 100 celsius. Yields the product CN(C(C)=O)[Si](O[Si](O[SiH](C)C)(C)C)(C)C ((N-methylacetamido)-1,1,3,3,5,5-hexamethyltrisiloxane). RXN SMILES: [CH3:1][SiH:2]([CH3:11])[O:3][Si:4]([CH3:10])([CH3:9])[O:5][SiH:6]([CH3:8])[CH3:7].[CH3:12][NH:13][C:14](=[O:16])[CH3:15]>[Pt].C1(C)C=CC=CC=1>[CH3:12][N:13]([Si:2]([CH3:11])([CH3:1])[O:3][Si:4]([CH3:9])([CH3:10])[O:5][SiH:6]([CH3:7])[CH3:8])[C:14](=[O:16])[CH3:15]. Reported procedure: To a 1000 ml 3-necked flask was added 208.5 grams (1 mole) purified 1,1,3,3,5,5-hexamethyltrisiloxane prepared in Example 1, 153.3 grams (2.1 moles) of N-methylacetamide, 173.2 grams of toluene and about 120 ppm of platinum containing catalyst (as Pt) prepared in accordance with the teaching of U.S. Pat. No. 3,220,970 to Lamoreaux (hereinafter Lamoreaux catalyst). To the flask was attached a mechanical stirrer, a thermometer and a reflux condenser. The reaction mixture was heated at 100° C. for ... Reactants: CC1=C(Br)C(=O)CC1, C1CCOC1, COc1cccc(OC)c1-c1ccccc1P(C1CCCCC1)C1CCCCC1, COC(=O)c1ccc(-c2cc(OC)ccc2F)c(B2OC(C)(C)C(C)(C)O2)c1, [K+], [K+], [K+], CC(=O)[O-], CC(=O)[O-], O, O=P([O-])([O-])[O-], [Pd+2]. Product: COC(=O)c1ccc(-c2cc(OC)ccc2F)c(C2=C(C)CCC2=O)c1. RXN SMILES: [Br:1][C:2]1=[C:6]([CH3:7])[CH2:5][CH2:4][C:3]1=[O:8].[CH2:84]1[O:85][CH2:86][CH2:87][CH2:88]1.[CH:45]1([P:46]([CH:47]2[CH2:48][CH2:49][CH2:50][CH2:51][CH2:52]2)[c:53]2[cH:54][cH:55][cH:56][cH:57][c:58]2-[c:59]2[c:60]([O:61][CH3:62])[cH:63][cH:64][cH:65][c:66]2[O:67][CH3:68])[CH2:69][CH2:70][CH2:71][CH2:72][CH2:73]1.[F:9][c:10]1[c:11](-[c:18]2[c:19]([B:28]3[O:29][C:30]([CH3:31])([CH3:32])[C:33]([CH3:34])([CH3:35])[O:36]3)[cH:20][c:21]([C:24](=[O:25])[O:26][CH3:27])[cH:22][cH:23]2)[cH:12][c:13]([O:16][CH3:17])[cH:14][cH:15]1.[K+:42].[K+:43].[K+:44].[O-:76][C:77]([CH3:78])=[O:79].[O-:80][C:81]([CH3:82])=[O:83].[OH2:74].[P:37]([O-:38])([O-:39])([O-:40])=[O:41].[Pd+2:75]>>[C:2]1([c:19]2[c:18](-[c:11]3[c:10]([F:9])[cH:15][cH:14][c:13]([O:16][CH3:17])[cH:12]3)[cH:23][cH:22][c:21]([C:24](=[O:25])[O:26][CH3:27])[cH:20]2)=[C:6]([CH3:7])[CH2:5][CH2:4][C:3]1=[O:8].